Dataset: the Open Reaction Database (ORD), a public repository of structured organic reaction records. Task: describe an organic reaction: reactants, conditions, products, and yield The reactants are ClC=1C=CC2=C(NC(CC(C2=O)=CN(C)C)=O)C1 (8-chloro-4-dimethylaminomethylene-3,4-dihydro-1H-benzo[b]azepine-2,5-dione), [N+](=O)(O)[O-].C(#N)C=1C=C(C=CC1)NC(=N)N (N-(3-cyano-phenyl)-guanidine nitrate). The product is ClC=1C=CC2=C(NC(CC3=C2N=C(N=C3)NC=3C=C(C#N)C=CC3)=O)C1 (3-(9-Chloro-6-oxo-6,7-dihydro-5H-benzo[b]pyrimido[4,5-d]azepin-2-ylamino)-benzonitrile). As a reaction SMILES: [Cl:1][C:2]1[CH:3]=[CH:4][C:5]2[C:11](=O)[C:10](=[CH:13]N(C)C)[CH2:9][C:8](=[O:17])[NH:7][C:6]=2[CH:18]=1.[N+]([O-])(O)=O.[C:23]([C:25]1[CH:26]=[C:27]([NH:31][C:32]([NH2:34])=[NH:33])[CH:28]=[CH:29][CH:30]=1)#[N:24]>>[Cl:1][C:2]1[CH:3]=[CH:4][C:5]2[C:11]3[N:33]=[C:32]([NH:31][C:27]4[CH:26]=[C:25]([CH:30]=[CH:29][CH:28]=4)[C:23]#[N:24])[N:34]=[CH:13][C:10]=3[CH2:9][C:8](=[O:17])[NH:7][C:6]=2[CH:18]=1 |f:1.2|. Reported procedure: In a manner similar to that described for method I, 8-chloro-4-dimethylaminomethylene-3,4-dihydro-1H-benzo[b]azepine-2,5-dione (v-j) and N-(3-cyano-phenyl)-guanidine nitrate were converted to I-90 (58%): MS (AA) Rt=1.79 min, m/z=362 (M+H). Reactants: [NH4+].[Cl-] (NH4Cl), C(C)(=O)O (acetic acid), [F-].C(CCC)[NH+](CCCC)CCCC (tributylammoniumfloride), C(C)(=O)OC1=C(C=C(C=C1C#C[Si](C)(C)C)CO)OC (4-Acetoxy-3-methoxy-5-[(trimethylsilyl)ethynyl] benzenemethanol). Solvent: C1CCOC1 (THF). Reaction conditions: time 40 minute. Product: C(C)(=O)OC=1C(=C(C=C(C1)CO)C#C)OC (5-Acetoxy-3-ethynyl-4-methoxybenzenemethanol). Isolated yield 90.8%. Reaction SMILES: [C:1]([O:4][C:5]1[C:10]([C:11]#[C:12][Si](C)(C)C)=[CH:9][C:8]([CH2:17][OH:18])=[CH:7][C:6]=1OC)(=O)C.[C:21]([OH:24])(=[O:23])[CH3:22].[F-].C([NH+](CCCC)CCCC)CCC.[NH4+].[Cl-]>C1COCC1>[C:21]([O:24][C:6]1[C:5]([O:4][CH3:1])=[C:10]([C:11]#[CH:12])[CH:9]=[C:8]([CH2:17][OH:18])[CH:7]=1)(=[O:23])[CH3:22] |f:2.3,4.5|. Procedure: Compound 4 (10 g, 34 mmol) was dissolved in THF (100 mL), then acetic acid (4.0 mL, 70 mmol) and tributylammoniumfloride (1.0 M in THF) (51 mL, 51 mmol) were added at room temperature. After stirring for 40 min at the same temperature, a saturated aqueous solution of NH4Cl (50 mL) was added, followed by extraction with ethyl acetate (3×60 mL), and the combined extracts was dried (Na2SO4). The solvent was removed under a vacuum, and the residue was purified by flash chromatography (dichloromethan... Run at time 8 hour. The solvent is O1CCOCC1 (1,4-dioxane). Reactants: C(C)(C)(C)OC(=O)N([C@H](C)C1=CC=CC2=CC=CC=C12)C[C@H]1CN(C[C@@H]1C1=CC=CC=C1)C(=O)NC1=C(C=C(C(=O)O)C=C1)OC (4-({[(3R,4S)-3-({(tert-butoxycarbonyl)[(1R)-1-(1-naphthyl)ethyl]amino}methyl)-4-phenylpyrrolidin 1-yl]carbonyl}amino)-3-methoxybenzoic acid), Cl.O1CCOCC1 (hydrogen chloride 1,4-dioxane). As a reaction SMILES: C(OC([N:8]([CH2:21][C@@H:22]1[C@@H:26]([C:27]2[CH:32]=[CH:31][CH:30]=[CH:29][CH:28]=2)[CH2:25][N:24]([C:33]([NH:35][C:36]2[CH:44]=[CH:43][C:39]([C:40]([OH:42])=[O:41])=[CH:38][C:37]=2[O:45][CH3:46])=[O:34])[CH2:23]1)[C@@H:9]([C:11]1[C:20]2[C:15](=[CH:16][CH:17]=[CH:18][CH:19]=2)[CH:14]=[CH:13][CH:12]=1)[CH3:10])=O)(C)(C)C.[ClH:47].O1CCOCC1>O1CCOCC1>[ClH:47].[CH3:46][O:45][C:37]1[CH:38]=[C:39]([CH:43]=[CH:44][C:36]=1[NH:35][C:33]([N:24]1[CH2:25][C@H:26]([C:27]2[CH:32]=[CH:31][CH:30]=[CH:29][CH:28]=2)[C@@H:22]([CH2:21][NH:8][C@@H:9]([C:11]2[C:20]3[C:15](=[CH:16][CH:17]=[CH:18][CH:19]=3)[CH:14]=[CH:13][CH:12]=2)[CH3:10])[CH2:23]1)=[O:34])[C:40]([OH:42])=[O:41] |f:1.2,4.5|. Procedure: An 8.0 ml 1,4-dioxane solution of 226 mg of 4-({[(3R,4S)-3-({(tert-butoxycarbonyl)[(1R)-1-(1-naphthyl)ethyl]amino}methyl)-4-phenylpyrrolidin 1-yl]carbonyl}amino)-3-methoxybenzoic acid was mixed with 2.0 ml of 4 M hydrogen chloride/1,4-dioxane at room temperature and stirred overnight at room temperature. The solvent was evaporated under a reduced pressure, and the residue was crystallized with 1,4-dioxane-diisopropyl ether to obtain 180 mg of 3-methoxy-4-({[(3S,4S)-3-({[(1R)-1-(1-naphthyl)ethyl]... Product: Cl.COC=1C=C(C(=O)O)C=CC1NC(=O)N1C[C@@H]([C@H](C1)C1=CC=CC=C1)CN[C@H](C)C1=CC=CC2=CC=CC=C12 (3-methoxy-4-({[(3S,4S)-3-({[(1R)-1-(1-naphthyl)ethyl]amino}methyl)-4-phenylpyrrolidin-1-yl]carbonyl}amino)benzoic acid hydrochloride). The reactants are OCCCCOCCN(C(C)C)C1CCN(CC1)CC1=CC=CC=C1 (4-[N-(7-Hydroxy-3-oxahept-1-yl)-N-(isopropyl)amino]-1-benzylpiperidine), BrP(C1=CC=CC=C1)(C1=CC=CC=C1)(C1=CC=CC=C1)Br (dibromotriphenylphosphorane). The solvent is ClCCl (dichloromethane). Yields the product BrCCCCOCCN(C(C)C)C1CCN(CC1)CC1=CC=CC=C1 (4-[N-(7-Bromo-3-oxahept-1-yl)-N-(isopropyl)amino]-1-benzylpiperidine). As a reaction SMILES: O[CH2:2][CH2:3][CH2:4][CH2:5][O:6][CH2:7][CH2:8][N:9]([CH:13]1[CH2:18][CH2:17][N:16]([CH2:19][C:20]2[CH:25]=[CH:24][CH:23]=[CH:22][CH:21]=2)[CH2:15][CH2:14]1)[CH:10]([CH3:12])[CH3:11].[Br:26]P(Br)(C1C=CC=CC=1)(C1C=CC=CC=1)C1C=CC=CC=1>ClCCl>[Br:26][CH2:2][CH2:3][CH2:4][CH2:5][O:6][CH2:7][CH2:8][N:9]([CH:13]1[CH2:18][CH2:17][N:16]([CH2:19][C:20]2[CH:25]=[CH:24][CH:23]=[CH:22][CH:21]=2)[CH2:15][CH2:14]1)[CH:10]([CH3:12])[CH3:11]. Procedure details: 4-[N-(7-Hydroxy-3-oxahept-1-yl)-N-(isopropyl)amino]-1-benzylpiperidine (3.7 g, 10.6 mmol) was treated with dibromotriphenylphosphorane (11.2 g, 26.6 mmol) in dichloromethane for 2 h. The reaction mixture was then was washed with 1 N sodium hydroxide, saturated sodium bicarbonate, brine, dried over magnesium sulfate and concentrated to give the title intermediate, which was used without further purification. The reactants are COc1ccc(C(=O)Nc2c(Cl)cncc2Cl)c2c1oc1ccc(NC(C)=O)cc12, ClCCl, O=C(OO)c1cccc(Cl)c1. Product: COc1ccc(C(=O)[NH+]([O-])c2c(Cl)cncc2Cl)c2c1oc1ccc(NC(C)=O)cc12. RXN SMILES: [Cl:1][c:2]1[cH:3][n:4][cH:5][c:6]([Cl:30])[c:7]1[NH:8][C:9](=[O:10])[c:11]1[cH:12][cH:13][c:14]([O:28][CH3:29])[c:15]2[o:16][c:17]3[c:18]([c:19]12)[cH:20][c:21]([NH:24][C:25]([CH3:26])=[O:27])[cH:22][cH:23]3.[Cl:42][CH2:43][Cl:44].[OH:31][O:32][C:33]([c:34]1[cH:35][c:36]([Cl:37])[cH:38][cH:39][cH:40]1)=[O:41]>>[Cl:1][c:2]1[cH:3][n:4][cH:5][c:6]([Cl:30])[c:7]1[NH+:8]([C:9](=[O:10])[c:11]1[cH:12][cH:13][c:14]([O:28][CH3:29])[c:15]2[o:16][c:17]3[c:18]([c:19]12)[cH:20][c:21]([NH:24][C:25]([CH3:26])=[O:27])[cH:22][cH:23]3)[O-:31].